This data is from the Open Reaction Database (ORD), a public repository of structured organic reaction records. The task is: describe an organic reaction: reactants, conditions, products, and yield Reactants: C(Cl)Cl (methylene chloride), C(C=CC)Br (2-butenyl bromide), [OH-].[Na+] (NaOH), C1=CC2=C(C=CC(=C2N=C1)O)Cl (5-chloro-8-oxyquinoline). Reagents/catalysts: [Br-].C(CCC)[N+](CCCC)(CCCC)CCCC (tetra-n-butylammonium bromide). The solvent is O (water). Reaction conditions: time 5 hour. Product: ClC1=C2C=CC=NC2=C(C=C1)OCC=CC (5-Chloro-8-(2-butenyloxy)-quinoline). RXN SMILES: [OH-].[Na+].C(Cl)Cl.[CH:6]1[CH:15]=[N:14][C:13]2[C:8](=[C:9]([Cl:17])[CH:10]=[CH:11][C:12]=2[OH:16])[CH:7]=1.[CH2:18](Br)[CH:19]=[CH:20][CH3:21]>O.[Br-].C([N+](CCCC)(CCCC)CCCC)CCC>[Cl:17][C:9]1[CH:10]=[CH:11][C:12]([O:16][CH2:18][CH:19]=[CH:20][CH3:21])=[C:13]2[C:8]=1[CH:7]=[CH:6][CH:15]=[N:14]2 |f:0.1,6.7|. Procedure details: 3.6 g (0.09 mol) of NaOH pellets are dissolved in 300 ml of water, and 300 ml of methylene chloride are added; there are subsequently added 10.8 g (0.06 mol) of 5-chloro-8-oxyquinoline, 16.2 g of 2-butenyl bromide (0.12 mol) and 0.5 g of tetra-n-butylammonium bromide, and the mixture is stirred for 5 hours at room temperature. The organic layer is separated, and the aqueous layer is extracted twice with methylene chloride. The organic solvents are combined and concentrated by evaporation. The re... The reactants are O=C([O-])[O-], CC1CN(C(=O)OC(C)(C)C)CCN1, CS(C)=O, O=[N+]([O-])c1ccc(F)cc1, [K+], [K+], O. The product is CC1CN(C(=O)OC(C)(C)C)CCN1c1ccc([N+](=O)[O-])cc1. As a reaction SMILES: [C:25](=[O:26])([O-:27])[O-:28].[CH3:1][CH:2]1[CH2:3][N:4]([C:8](=[O:9])[O:10][C:11]([CH3:12])([CH3:13])[CH3:14])[CH2:5][CH2:6][NH:7]1.[CH3:32][S:33](=[O:34])[CH3:35].[F:15][c:16]1[cH:17][cH:18][c:19]([N+:22](=[O:23])[O-:24])[cH:20][cH:21]1.[K+:29].[K+:30].[OH2:31]>>[CH3:1][CH:2]1[CH2:3][N:4]([C:8](=[O:9])[O:10][C:11]([CH3:12])([CH3:13])[CH3:14])[CH2:5][CH2:6][N:7]1[c:16]1[cH:17][cH:18][c:19]([N+:22](=[O:23])[O-:24])[cH:20][cH:21]1. The reactants are C(C1=CC=CC=C1)N1CC(C(CC1)C)N(C=1C2=C(N=CN1)NC=C2)C ((1-Benzyl-4-methyl-piperidin-3-yl)-methyl-(7H-pyrrolo[2,3-d]pyrimidin-4-yl)-amine), Cl (hydrochloric acid). The solvent is C(C)O (ethanol). Reaction conditions: time 2 day. Yields the product CN(C=1C2=C(N=CN1)NC=C2)C2CNCCC2C (Methyl-(4-methyl-piperidin-3-yl)-(7H-Pyrrolo[2,3-d]pyrimidin-4-yl)-amine). The yield is 89.3%. RXN SMILES: C([N:8]1[CH2:13][CH2:12][CH:11]([CH3:14])[CH:10]([N:15]([CH3:25])[C:16]2[C:17]3[CH:24]=[CH:23][NH:22][C:18]=3[N:19]=[CH:20][N:21]=2)[CH2:9]1)C1C=CC=CC=1.Cl>C(O)C>[CH3:25][N:15]([CH:10]1[CH:11]([CH3:14])[CH2:12][CH2:13][NH:8][CH2:9]1)[C:16]1[C:17]2[CH:24]=[CH:23][NH:22][C:18]=2[N:19]=[CH:20][N:21]=1. Procedure details: To the product from Method B (0.7 grams, 2.19 mmol) dissolved in 15 mL of ethanol was added 1.5 mL of 2 N hydrochloric acid and the reaction mixture degassed by nitrogen purge. To the reaction mixture was then added 0.5 grams of 20% palladium hydroxide on carbon (50% water) (Aldrich) and the resulting mixture shaken (Parr-Shaker) under a 50 psi atmosphere of hydrogen at room temperature for 2 days. The Celite filtered reaction mixture was concentrated to dryness in vacuo and the residue purified... The reactants are C(C)OC(=O)C(C)(OC1=CC=C(C=C1)CCCC(=O)NN(C(=O)NCCC)CC1=CC=CC=C1)C.C(C)OC(C(C)(C)OC1=CC=C(C=C1)CCCC1=NN(C(N1CCC)=O)CC1=CC=CC=C1)=O (2-{4-[3-(1-Phenylmethyl-5-oxo-4-propyl-4,5-dihydro-1H-[1,2,4]triazol-3-yl)-propyl]-phenoxy}-2-methylpropionic acid ethyl ester 1-[4-[4-(1-Ethoxycarbonyl-1-methylethoxy)phenyl]butyryl]-2-phenylmethyl-4-(propyl)semicarbazide), C12(C(=O)CC(CC1)C2(C)C)CS(=O)(=O)O (Camphorsulfonic acid). Run in C(C)(=O)OCC (ethyl acetate). The product is C(C)OC(=O)C(C)(OC1=CC=C(C=C1)CCCC(=O)NN(C(=O)NCCC)CC1=CC=CC=C1)C (1-[4-[4-(1-Ethoxycarbonyl-1-methylethoxy)phenyl]butyryl]-2-phenylmethyl-4-(propyl)semicarbazide), oil. Yield: 71.0%. As a reaction SMILES: [CH2:1]([O:3][C:4]([C:6]([CH3:35])([O:8][C:9]1[CH:14]=[CH:13][C:12]([CH2:15][CH2:16][CH2:17][C:18]([NH:20][N:21]([CH2:28][C:29]2[CH:34]=[CH:33][CH:32]=[CH:31][CH:30]=2)[C:22]([NH:24][CH2:25][CH2:26][CH3:27])=[O:23])=[O:19])=[CH:11][CH:10]=1)[CH3:7])=[O:5])[CH3:2].C(OC(=O)C(OC1C=CC(CCCC2N(CCC)C(=O)N(CC3C=CC=CC=3)N=2)=CC=1)(C)C)C.C12(CS(O)(=O)=O)C(C)(C)C(CC1)CC2=O>C(OCC)(=O)C>[CH2:1]([O:3][C:4]([C:6]([CH3:35])([O:8][C:9]1[CH:14]=[CH:13][C:12]([CH2:15][CH2:16][CH2:17][C:18]([NH:20][N:21]([CH2:28][C:29]2[CH:30]=[CH:31][CH:32]=[CH:33][CH:34]=2)[C:22]([NH:24][CH2:25][CH2:26][CH3:27])=[O:23])=[O:19])=[CH:11][CH:10]=1)[CH3:7])=[O:5])[CH3:2] |f:0.1|. Reported procedure: 2-{4-[3-(1-Phenylmethyl-5-oxo-4-propyl-4,5-dihydro-1H-[1,2,4]triazol-3-yl)-propyl]-phenoxy}-2-methylpropionic acid ethyl ester 1-[4-[4-(1-Ethoxycarbonyl-1-methylethoxy)phenyl]butyryl]-2-phenylmethyl-4-(propyl)semicarbazide (1.26 g, 2.61 mmol) was dissolved in ethyl acetate (15 mL). Camphorsulfonic acid (670 mg, 2.88 mmol) was added in one portion and the solution was heated to reflux for 1 h. The solution was cooled to rt and washed with sat'd aq. NaHCO3(2×10 mL) followed by 1N HCl (2×10 mL). Th... Reactants: O=C(O)C1CCCN1C(=O)OCc1ccccc1 (Cbz-Pro-OH), [Br]C1=CC=C(C(C)=O)C=C1 (1-acetyl-4-bromobenzene). Reagents/catalysts: [Cs+].[Cs+].[O-]C([O-])=O (CsCO3), CC(C)(C)C1=CC(=NC=C1)C2=NC=CC(=C2)C(C)(C)C (4,4-di-tert-butyl-2,2-bipyridyl), COCCOC.Cl[Ni]Cl (NiCl2-glyme), CC(C)(C)C1=CC2=N(->[Ir+]34(<-N5=CC(C(F)(F)F)=CC=C5C5=C(F)C=C(F)C=C53)(<-N3=CC(C(F)(F)F)=CC=C3C3=C(F)C=C(F)C=C34)<-N3=C2C=C(C(C)(C)C)C=C3)C=C1.F[P-](F)(F)(F)(F)F (Ir[dF(CF3)ppy]2(dtbbpy)PF6). Run in CN(C)C=O (DMF). Conditions: temperature 23 celsius, time 72 hour. Yields the product CC(=O)C1=CC=C(C2CCCN2C(=O)OCc2ccccc2)C=C1. Yield: 93.0%. Procedure: Prior to irradiation, the reaction mixture was degassed by bubbling argon for 20 minutes Starting materials: ClCC1OCCO1 (2-chloromethyl-1,3-dioxolane), C(C)N (ethylamine), [OH-].[Na+] (sodium hydroxide). Reaction conditions: time 18 hour. As a reaction SMILES: Cl[CH2:2][CH:3]1[O:7][CH2:6][CH2:5][O:4]1.[OH-].[Na+].[CH2:10]([NH2:12])[CH3:11]>>[O:4]1[CH2:5][CH2:6][O:7][CH:3]1[CH2:2][NH:12][CH2:10][CH3:11] |f:1.2|. Reported procedure: A 40% by weight aqueous solution of ethylamine (100 ml) and 2-chloromethyl-1,3-dioxolane (35 grams) are charged into a glass reaction vessel equipped with a mechanical stirrer. The reaction mixture is stirred for a period of about 18 hours. After this time sodium hydroxide (18 grams) is added with stirring over a period of about 4 hours. Stirring is then continued for an additional period of about 16 hours. The organic phase of the reaction mixture is then separated, washed with aqueous potassiu... Product: O1C(OCC1)CNCC (N-(1,3-dioxolan-2-ylmethyl)-N-ethylamine). The reactants are ClC1=C(C=C(C=C1OC)C)OC (4-chloro-3,5-dimethoxytoluene), O (water), N1=CC=CC=C1 (pyridine), [Mn](=O)(=O)(=O)[O-].[K+] (potassium permanganate). Product: ClC1=C(C=C(C(=O)O)C=C1OC)OC (4-chloro-3,5-dimethoxybenzoic acid). Procedure: 77.5 G. of 4-chloro-3,5-dimethoxytoluene were dissolved in 1030 ml. of pyridine. The solution was heated to reflux and treated dropwise during 1 hour with a solution of 197 g. of potassium permanganate in 3100 ml. of hot water. The mixture was heated to reflux for an additional 30 minutes. Then, 1700 ml. of a pyridine/water mixture were recovered by distillation. The residue was removed by filtration under suction while hot and, after cooling, the filtrate was acidified with 600 ml. of 10N sulfu... Reaction SMILES: [Cl:1][C:2]1[C:7]([O:8][CH3:9])=[CH:6][C:5]([CH3:10])=[CH:4][C:3]=1[O:11][CH3:12].N1C=CC=CC=1.[Mn]([O-])(=O)(=O)=[O:20].[K+].[OH2:25]>>[Cl:1][C:2]1[C:7]([O:8][CH3:9])=[CH:6][C:5]([C:10]([OH:20])=[O:25])=[CH:4][C:3]=1[O:11][CH3:12] |f:2.3|.